Task: describe an organic reaction: reactants, conditions, products, and yield. Dataset: the Open Reaction Database (ORD), a public repository of structured organic reaction records Product: O=C(CCC=1C=C(C(=O)C2=CC=CC=C2)C=CC1)C (3-(3'-oxo-butyl)-benzophenone). Reaction conditions: temperature 20 celsius, time 17 hour. Reported procedure: A mixture of 14.2 g of 3-(2'-oxo-3'-ethoxycarbonyl-butyl)-benzophenone and 142 ml of 6N hydrochloric acid was refluxed with stirring of 17 hours and after cooling to 20°C, the mixture was diluted with 140 ml of water and extracted 3 times with 50 ml of methylene chloride. The organic phase was washed with 50 ml of an aqueous saturated sodium bicarbonate solution and twice with 50 ml of water, dried over sodium sulfate and evaporated to dryness under reduced pressure to obtain 10.76 g of 3-(3'-ox... The reactants are O=C(CC=1C=C(C(=O)C2=CC=CC=C2)C=CC1)C(C)C(=O)OCC (3-(2'-oxo-3'-ethoxycarbonyl-butyl)-benzophenone), Cl (hydrochloric acid), O (water). Reaction SMILES: O=[C:2]([CH:18]([C:20](OCC)=O)C)[CH2:3][C:4]1[CH:5]=[C:6]([CH:15]=[CH:16][CH:17]=1)[C:7]([C:9]1[CH:14]=[CH:13][CH:12]=[CH:11][CH:10]=1)=[O:8].Cl.[OH2:26]>>[O:26]=[C:18]([CH3:20])[CH2:2][CH2:3][C:4]1[CH:5]=[C:6]([CH:15]=[CH:16][CH:17]=1)[C:7]([C:9]1[CH:10]=[CH:11][CH:12]=[CH:13][CH:14]=1)=[O:8]. Starting materials: amino acid, N([C@@H](CCC(OC(C)(C)C)=O)C(=O)N[C@@H](CCC(OC(C)(C)C)=O)C(=O)ON1C(=O)CCC1=O)C(=O)OC(C)(C)C (Boc-Glu(OtBu)-Glu(OtBu)-OSu), N[C@@H]([C@@H](C)CC)C(=O)O.CN1CC[C@]23C4=C5C=CC(=C4O[C@H]2C(=O)CC[C@H]3[C@H]1C5)OC (Ile Hydrocodone). Product: N[C@@H](CCC(O)=O)C(=O)N[C@@H](CCC(O)=O)C(=O)N[C@@H]([C@@H](C)CC)C(=O)O.CN1CC[C@]23C4=C5C=CC(=C4O[C@H]2C(=O)CC[C@H]3[C@H]1C5)OC (Glu-Glu-Ile Hydrocodone). As a reaction SMILES: [NH:1](C(OC(C)(C)C)=O)[C@H:2]([C:12]([NH:14][C@H:15]([C:25](ON1C(=O)CCC1=O)=[O:26])[CH2:16][CH2:17][C:18](=[O:24])[O:19]C(C)(C)C)=[O:13])[CH2:3][CH2:4][C:5](=[O:11])[O:6]C(C)(C)C.[NH2:42][C@H:43]([C:48]([OH:50])=[O:49])[C@H:44]([CH2:46][CH3:47])[CH3:45].[CH3:51][N:52]1[C@@H:69]2[CH2:70][C:57]3[CH:58]=[CH:59][C:60]([O:71][CH3:72])=[C:61]4[O:62][C@H:63]5[C:64]([CH2:66][CH2:67][C@@H:68]2[C@:55]5([C:56]=34)[CH2:54][CH2:53]1)=[O:65]>>[NH2:1][C@H:2]([C:12]([NH:14][C@H:15]([C:25]([NH:42][C@H:43]([C:48]([OH:50])=[O:49])[C@H:44]([CH2:46][CH3:47])[CH3:45])=[O:26])[CH2:16][CH2:17][C:18](=[O:19])[OH:24])=[O:13])[CH2:3][CH2:4][C:5](=[O:6])[OH:11].[CH3:51][N:52]1[C@@H:69]2[CH2:70][C:57]3[CH:58]=[CH:59][C:60]([O:71][CH3:72])=[C:61]4[O:62][C@H:63]5[C:64]([CH2:66][CH2:67][C@@H:68]2[C@:55]5([C:56]=34)[CH2:54][CH2:53]1)=[O:65] |f:1.2,3.4|. Reported procedure: Glu-Glu-Ile-Hydrocodone was prepared by similar methods except the amino acid starting material was Boc-Glu(OtBu)-Glu(OtBu)-OSu and the conjugate starting material was Ile-Hydrocodone. The reactants are Cc1ccc(N2CCNCC2)c(C)c1, CCN(C(C)C)C(C)C, CCCc1cc(CCC=O)nn1-c1ccccc1. Yields the product CCCc1cc(CCCN2CCN(c3ccc(C)cc3C)CC2)nn1-c1ccccc1. Reaction SMILES: [CH3:19][c:20]1[c:21]([N:27]2[CH2:28][CH2:29][NH:30][CH2:31][CH2:32]2)[cH:22][cH:23][c:24]([CH3:26])[cH:25]1.[CH:33]([N:34]([CH2:35][CH3:36])[CH:37]([CH3:38])[CH3:39])([CH3:40])[CH3:41].[c:1]1(-[n:7]2[n:8][c:9]([CH2:15][CH2:16][CH:17]=[O:18])[cH:10][c:11]2[CH2:12][CH2:13][CH3:14])[cH:2][cH:3][cH:4][cH:5][cH:6]1>>[c:1]1(-[n:7]2[n:8][c:9]([CH2:15][CH2:16][CH2:17][N:30]3[CH2:29][CH2:28][N:27]([c:21]4[c:20]([CH3:19])[cH:25][c:24]([CH3:26])[cH:23][cH:22]4)[CH2:32][CH2:31]3)[cH:10][c:11]2[CH2:12][CH2:13][CH3:14])[cH:2][cH:3][cH:4][cH:5][cH:6]1.